Dataset: the Open Reaction Database (ORD), a public repository of structured organic reaction records. Task: describe an organic reaction: reactants, conditions, products, and yield Starting materials: O=C([O-])O, C=CCCNCCc1ccccc1, C1CCOC1, COC(=O)C1CN1C(C)c1cccc2ccccc12, CC(C)(C)C(=O)Cl, [Na+]. Yields the product C=CCCN(CCc1ccccc1)C(=O)C1CN1C(C)c1cccc2ccccc12. RXN SMILES: [C:40](=[O:41])([OH:42])[O-:43].[CH2:27]([CH2:28][CH:29]=[CH2:30])[NH:31][CH2:32][CH2:33][c:34]1[cH:35][cH:36][cH:37][cH:38][cH:39]1.[CH2:45]1[O:46][CH2:47][CH2:48][CH2:49]1.[CH3:1][O:2][C:3](=[O:4])[CH:5]1[N:6]([CH:8]([CH3:9])[c:10]2[cH:11][cH:12][cH:13][c:14]3[cH:15][cH:16][cH:17][cH:18][c:19]23)[CH2:7]1.[CH3:20][C:21]([CH3:22])([CH3:23])[C:24]([Cl:25])=[O:26].[Na+:44]>>[C:3](=[O:4])([CH:5]1[N:6]([CH:8]([CH3:9])[c:10]2[cH:11][cH:12][cH:13][c:14]3[cH:15][cH:16][cH:17][cH:18][c:19]23)[CH2:7]1)[N:31]([CH2:27][CH2:28][CH:29]=[CH2:30])[CH2:32][CH2:33][c:34]1[cH:35][cH:36][cH:37][cH:38][cH:39]1.